This data is from the Open Reaction Database (ORD), a public repository of structured organic reaction records. The task is: describe an organic reaction: reactants, conditions, products, and yield Reactants: N[C@H](C(=O)NC1=CC(=NN1CC)C1=CC=NC=C1)CC1=CC=CC=C1 ((S)-2-Amino-N-(1-ethyl-3-(pyridin-4-yl)-1H-pyrazol-5-yl)-3-phenylpropanamide), C(C)O (ethanol), BrCC(=O)OCC (ethyl bromoacetate). Run in C(C)N(CC)CC (triethylamine). Conditions: temperature 0 celsius, time 8 hour. Product: C(C)N1N=C(C=C1NC([C@H](CC1=CC=CC=C1)NCC(=O)OCC)=O)C1=CC=NC=C1 (Ethyl 2-((S)-1-(1-ethyl-3-(pyridin-4-yl)-1H-pyrazol-5-ylamino)-1-oxo-3-phenylpropan-2-ylamino)acetate). The yield is 27.4%. Reaction SMILES: [NH2:1][C@@H:2]([CH2:19][C:20]1[CH:25]=[CH:24][CH:23]=[CH:22][CH:21]=1)[C:3]([NH:5][C:6]1[N:10]([CH2:11][CH3:12])[N:9]=[C:8]([C:13]2[CH:18]=[CH:17][N:16]=[CH:15][CH:14]=2)[CH:7]=1)=[O:4].C(O)C.Br[CH2:30][C:31]([O:33][CH2:34][CH3:35])=[O:32]>C(N(CC)CC)C>[CH2:11]([N:10]1[C:6]([NH:5][C:3](=[O:4])[C@@H:2]([NH:1][CH2:30][C:31]([O:33][CH2:34][CH3:35])=[O:32])[CH2:19][C:20]2[CH:25]=[CH:24][CH:23]=[CH:22][CH:21]=2)=[CH:7][C:8]([C:13]2[CH:18]=[CH:17][N:16]=[CH:15][CH:14]=2)=[N:9]1)[CH3:12]. Reported procedure: To a 25 ml flask was added (S)-2-amino-N-(1-ethyl-3-(pyridin-4-yl)-1H-pyrazol-5-yl)-3-phenylpropanamide 101.1.B (132 mg, 0.39 mmole), 3 ml of ethanol and 0.08 ml of triethylamine. The reaction mixture was cooled to 0° C., and then ethyl bromoacetate (48 μl, 0.43 mmole) was added to the mixture. The reaction was stirred at 50° C. for 1 hour and at room temperature overnight. After then, the solution was concentrated, and dissolved in ethyl acetate. The organic layer was washed with water and brin... Starting materials: CC(C)(C)OC(=O)N1CC(=O)C1, C1CCOC1, COP(=O)(Cc1cc2nc(Cl)nc(N3CCOCC3)c2s1)OC, C[Si](C)(C)[N-][Si](C)(C)C, [Li+]. Yields the product CC(C)(C)OC(=O)N1CC(=Cc2cc3nc(Cl)nc(N4CCOCC4)c3s2)C1. RXN SMILES: [C:34]([CH3:35])([CH3:36])([CH3:37])[O:38][C:39](=[O:40])[N:41]1[CH2:42][C:43](=[O:45])[CH2:44]1.[CH2:46]1[O:47][CH2:48][CH2:49][CH2:50]1.[CH3:1][O:2][P:3](=[O:4])([O:5][CH3:6])[CH2:7][c:8]1[cH:9][c:10]2[n:11][c:12]([Cl:23])[n:13][c:14]([N:17]3[CH2:18][CH2:19][O:20][CH2:21][CH2:22]3)[c:15]2[s:16]1.[CH3:25][Si:26]([N-:27][Si:28]([CH3:29])([CH3:30])[CH3:31])([CH3:32])[CH3:33].[Li+:24]>>[CH:7]([c:8]1[cH:9][c:10]2[n:11][c:12]([Cl:23])[n:13][c:14]([N:17]3[CH2:18][CH2:19][O:20][CH2:21][CH2:22]3)[c:15]2[s:16]1)=[C:43]1[CH2:42][N:41]([C:39]([O:38][C:34]([CH3:35])([CH3:36])[CH3:37])=[O:40])[CH2:44]1. Starting materials: C(CCCCCCC)N=C=O (octyl isocyanate), CNC=1C=C(C=CC1)C1=CC=C(C=C1)CCC(=O)OCC (ethyl 3-(3′-methylaminobiphenyl-4-yl)propanoate). Reaction conditions: temperature 100 celsius. Product: C(CCCCCCC)NC(N(C)C=1C=C(C=CC1)C1=CC=C(C=C1)CCC(=O)OCC)=O (ethyl 3-[3′-(3-octyl-1-methylureido)biphenyl-4-yl]propanoate). The yield is 101.3%. Reaction SMILES: [CH2:1]([N:9]=[C:10]=[O:11])[CH2:2][CH2:3][CH2:4][CH2:5][CH2:6][CH2:7][CH3:8].[CH3:12][NH:13][C:14]1[CH:15]=[C:16]([C:20]2[CH:25]=[CH:24][C:23]([CH2:26][CH2:27][C:28]([O:30][CH2:31][CH3:32])=[O:29])=[CH:22][CH:21]=2)[CH:17]=[CH:18][CH:19]=1>>[CH2:1]([NH:9][C:10](=[O:11])[N:13]([C:14]1[CH:15]=[C:16]([C:20]2[CH:25]=[CH:24][C:23]([CH2:26][CH2:27][C:28]([O:30][CH2:31][CH3:32])=[O:29])=[CH:22][CH:21]=2)[CH:17]=[CH:18][CH:19]=1)[CH3:12])[CH2:2][CH2:3][CH2:4][CH2:5][CH2:6][CH2:7][CH3:8]. Reported procedure: 464 μl (2.55 mmol, 1.5 eq) of octyl isocyanate are added to 482 mg (1.7 mmol, 1 eq) of ethyl 3-(3′-methylaminobiphenyl-4-yl)propanoate (prepared in Example 7c). The reaction mixture is heated at 100° C. by microwave for 30 minutes. The residue is chromatographed on silica gel (50 g FlashSmart Pack column) eluted with 70/30 heptane/ethyl acetate. 755 mg of ethyl 3-[3′-(3-octyl-1-methylureido)biphenyl-4-yl]propanoate are obtained in the form of a yellowish oil. Yield=100% Reagents/catalysts: [O-2].[Mn+4].[O-2] (Manganese(IV) oxide). The reactants are [Si](C)(C)(C(C)(C)C)OCC1=CC=C(C=C1)C(O)C1=CC(=CC=C1)CN1C(=NC=2C1=NC(=CC2C)C)CC ([4-(tert-butyldimethylsilyloxymethyl)phenyl][3-(2-ethyl-5,7-dimethylimidazo[4,5-b]pyridin-3-ylmethyl)phenyl]methanol). Yields the product C(C)C1=NC=2C(=NC(=CC2C)C)N1CC=1C=C(C(=O)C2=CC=C(CO[Si](C)(C)C(C)(C)C)C=C2)C=CC1 ({4-[3-(2-ethyl-5,7-dimethylimidazo[4,5-b]pyridin-3-ylmethyl)benzoyl]benzyloxy}-tert-butyldimethylsilane). Reported procedure: [4-(tert-Butyldimethylsilyloxymethyl)phenyl][3-(2-ethyl-5,7-dimethylimidazo[4,5-b]pyridin-3-ylmethyl)phenyl]methanol (0.923 g, 1.78 mmol) obtained in Step 3 was dissolved in chloroform (20 mL), and Manganese(IV) oxide (3.11 g, 35.8 mmol) was added to the solution, followed by stirring overnight. The unsoluble material was filtered out through Celite, and the filtrate was combined and concentrated under reduced pressure. The residue was purified by silica gel column chromatography (ethyl acetate:... The yield is 98.2%. Run at time 8 hour. Run in C(Cl)(Cl)Cl (chloroform). As a reaction SMILES: [Si:1]([O:8][CH2:9][C:10]1[CH:15]=[CH:14][C:13]([CH:16]([C:18]2[CH:23]=[CH:22][CH:21]=[C:20]([CH2:24][N:25]3[C:29]4=[N:30][C:31]([CH3:35])=[CH:32][C:33]([CH3:34])=[C:28]4[N:27]=[C:26]3[CH2:36][CH3:37])[CH:19]=2)[OH:17])=[CH:12][CH:11]=1)([C:4]([CH3:7])([CH3:6])[CH3:5])([CH3:3])[CH3:2]>C(Cl)(Cl)Cl.[O-2].[Mn+4].[O-2]>[CH2:36]([C:26]1[N:25]([CH2:24][C:20]2[CH:19]=[C:18]([CH:23]=[CH:22][CH:21]=2)[C:16]([C:13]2[CH:12]=[CH:11][C:10]([CH2:9][O:8][Si:1]([C:4]([CH3:6])([CH3:7])[CH3:5])([CH3:2])[CH3:3])=[CH:15][CH:14]=2)=[O:17])[C:29]2=[N:30][C:31]([CH3:35])=[CH:32][C:33]([CH3:34])=[C:28]2[N:27]=1)[CH3:37] |f:2.3.4|. Starting materials: CN(C(CCCCCCC(C1=CC=CC=C1)=O)=O)C1=C(C=CC=C1)[N+](=O)[O-] (N-Methyl-N-(2-nitrophenyl)-7-(benzoyl)heptanamide). The reagents and catalysts are [Ni] (Raney Nickel). Run in C(C)(=O)OCC (ethyl acetate), CO (methanol). Run at time 2 hour. The product is CN(C(CCCCCCC(C1=CC=CC=C1)=O)=O)C1=C(C=CC=C1)N (N-Methyl-N-(2-aminophenyl)-7-(benzoyl)heptanamide). Isolated yield 46.7%. As a reaction SMILES: [CH3:1][N:2]([C:19]1[CH:24]=[CH:23][CH:22]=[CH:21][C:20]=1[N+:25]([O-])=O)[C:3](=[O:18])[CH2:4][CH2:5][CH2:6][CH2:7][CH2:8][CH2:9][C:10](=[O:17])[C:11]1[CH:16]=[CH:15][CH:14]=[CH:13][CH:12]=1>C(OCC)(=O)C.CO.[Ni]>[CH3:1][N:2]([C:19]1[CH:24]=[CH:23][CH:22]=[CH:21][C:20]=1[NH2:25])[C:3](=[O:18])[CH2:4][CH2:5][CH2:6][CH2:7][CH2:8][CH2:9][C:10](=[O:17])[C:11]1[CH:12]=[CH:13][CH:14]=[CH:15][CH:16]=1. Reported procedure: To a solution of amide 87 (420 mg, 1.14 mmol) in a mixture of ethyl acetate and methanol (5 mL, 9:1) was added catalytic amount of a suspension of Raney Nickel. The mixture was stirred at room temperature under hydrogen pressure for 2 hours and then without pressure for 10 hours. The reaction mixture was filtered through a short pad of Celite and the solvents were removed in vacuo. Purification by flash silica gel chromatography (2% methanol in dichloromethane) afforded the corresponding amide 8... The reactants are COC=C1C(=O)NC(=O)c2ccc(OC)cc21, CN(C)C=O, Nc1ccc(CN2CCCCC2)cc1. Yields the product COc1ccc2c(c1)C(=CNc1ccc(CN3CCCCC3)cc1)C(=O)NC2=O. RXN SMILES: [CH3:1][O:2][c:3]1[cH:4][c:5]2[c:10]([cH:11][cH:12]1)[C:9](=[O:13])[NH:8][C:7](=[O:14])[C:6]2=[CH:15][O:16][CH3:17].[CH3:32][N:33]([CH3:34])[CH:35]=[O:36].[N:18]1([CH2:24][c:25]2[cH:26][cH:27][c:28]([NH2:31])[cH:29][cH:30]2)[CH2:19][CH2:20][CH2:21][CH2:22][CH2:23]1>>[CH3:1][O:2][c:3]1[cH:4][c:5]2[c:10]([cH:11][cH:12]1)[C:9](=[O:13])[NH:8][C:7](=[O:14])[C:6]2=[CH:15][NH:31][c:28]1[cH:27][cH:26][c:25]([CH2:24][N:18]2[CH2:19][CH2:20][CH2:21][CH2:22][CH2:23]2)[cH:30][cH:29]1.